Dataset: the Open Reaction Database (ORD), a public repository of structured organic reaction records. Task: describe an organic reaction: reactants, conditions, products, and yield Reactants: ClC=1C(=CC=2C(=NC=3N(C=C(C(C3C2)=O)C(=O)O)NC)C1)F (8-chloro-7-fluoro-1-methylamino-4-oxo-1,4-dihydro-benzo[b][1,8]naphthyridine-3-carboxylic acid), CN1CCNCC1 (1-methylpiperazine). Solvent: N1=CC=CC=C1 (pyridine). The product is FC1=CC=2C(=NC=3N(C=C(C(C3C2)=O)C(=O)O)NC)C=C1N1CCN(CC1)C (7-fluoro-1-methylamino-8-(4-methyl-1-piperazinyl)-4-oxo-1,4-dihydro-benzo[b][1,8]naphthyridine-3-carboxylic acid). Isolated yield 38.9%. As a reaction SMILES: Cl[C:2]1[C:3]([F:22])=[CH:4][C:5]2[C:6]([CH:21]=1)=[N:7][C:8]1[N:9]([NH:19][CH3:20])[CH:10]=[C:11]([C:16]([OH:18])=[O:17])[C:12](=[O:15])[C:13]=1[CH:14]=2.[CH3:23][N:24]1[CH2:29][CH2:28][NH:27][CH2:26][CH2:25]1>N1C=CC=CC=1>[F:22][C:3]1[C:2]([N:27]2[CH2:28][CH2:29][N:24]([CH3:23])[CH2:25][CH2:26]2)=[CH:21][C:6]2=[N:7][C:8]3[N:9]([NH:19][CH3:20])[CH:10]=[C:11]([C:16]([OH:18])=[O:17])[C:12](=[O:15])[C:13]=3[CH:14]=[C:5]2[CH:4]=1. Procedure details: 7-Fluoro-1-methylamino-8-(4-methyl-1-piperazinyl)-4-oxo-1,4-dihydro-benzo[b][1,8]naphthyridine-3-carboxylic acid is prepared under conditions analogous to Reference Example 1 but starting from 1.93 g of 8-chloro-7-fluoro-1-methylamino-4-oxo-1,4-dihydro-benzo[b][1,8]naphthyridine-3-carboxylic acid, 2.4 g of 1-methylpiperazine and 20 cm3 of pyridine After recrystallizing twice from 15 cm3 of dimethylformamide each time, 0.9 g of 7-fluoro-1-methylamino-8-(4-methyl-1-piperazinyl)-4-oxo-1,4-dihydro-b... Reaction SMILES: [C:1]([CH3:2])([CH3:3])([CH3:4])[n:5]1[n:6][cH:7][c:8]([OH:13])[c:9]([Cl:12])[c:10]1=[O:11].[C:29](=[O:30])([O-:31])[O-:32].[CH2:14]([CH3:15])[O:16][CH2:17][CH:18]([O:19][c:20]1[cH:21][cH:22][c:23]([CH2:24][Br:25])[cH:26][cH:27]1)[CH3:28].[CH3:35][N:36]([CH3:37])[CH:38]=[O:39].[K+:33].[K+:34]>>[C:1]([CH3:2])([CH3:3])([CH3:4])[n:5]1[n:6][cH:7][c:8]([O:13][CH2:24][c:23]2[cH:22][cH:21][c:20]([O:19][CH:18]([CH2:17][O:16][CH2:14][CH3:15])[CH3:28])[cH:27][cH:26]2)[c:9]([Cl:12])[c:10]1=[O:11]. The product is CCOCC(C)Oc1ccc(COc2cnn(C(C)(C)C)c(=O)c2Cl)cc1. Starting materials: CC(C)(C)n1ncc(O)c(Cl)c1=O, O=C([O-])[O-], CCOCC(C)Oc1ccc(CBr)cc1, CN(C)C=O, [K+], [K+]. The reactants are C1OC23[C@]4(C)[C@@H](CC2(OCCO3)OC1)[C@@H]1C[C@@H](C3CCCC[C@]3(C)[C@H]1CC4)NC=O (17,17-bis(ethylendioxy)-6α-formamidoandrostane), C(#N)[C@H]1C[C@H]2[C@@H]3CCC([C@@]3(C)CC[C@@H]2[C@]2(CCC(CC12)=O)C)=O (6α-cyanoandrostane-3,17-dione). Product: C(=O)N[C@H]1C[C@H]2[C@@H]3CCC([C@@]3(C)CC[C@@H]2[C@]2(CCC(CC12)=O)C)=O (6α-Formamidoandrostane-3,17-dione). Isolated yield 96.0%. As a reaction SMILES: C1CO[C:8]23OCC[O:12][C:3]2([C@:4]2([CH2:27][CH2:26][C@H:25]4[C@@H:15]([CH2:16][C@H:17]([NH:28][CH:29]=[O:30])[CH:18]5[C@:23]4([CH3:24])[CH2:22][CH2:21][CH2:20][CH2:19]5)[C@@H:6]2[CH2:7]3)[CH3:5])O1.C([C@@H]1C2[C@](C)(CCC(=[O:51])C2)[C@@H]2[C@H]([C@H]3[C@@](CC2)(C)C(=O)CC3)C1)#N>>[CH:29]([NH:28][C@@H:17]1[CH:18]2[C@:23]([CH3:24])([CH2:22][CH2:21][C:20](=[O:51])[CH2:19]2)[C@@H:25]2[C@H:15]([C@H:6]3[C@@:4]([CH2:27][CH2:26]2)([CH3:5])[C:3](=[O:12])[CH2:8][CH2:7]3)[CH2:16]1)=[O:30]. Procedure details: The title compound II-bc was prepared in 96% yield from 3,3:17,17-bis(ethylendioxy)-6α-formamidoandrostane by the procedure described above for the preparation of 6α-cyanoandrostane-3,17-dione (II-ac, Prepn. 3). The combined organic extracts were washed with H2O, dried over Na2SO4 and evaporated to dryness. 1H-NMR (300 MHz, DMSO-d6, ppm from TMS): δ 8.02-7.56 (m, 2H), 3.74 (m, 1H), 2.54-0.70 (m, 20H), 1.04 (s, 3H), 0.80 (s, 3H). Starting materials: [H][H] (hydrogen), C(C)OC(CCCCCCC1(CCCC1=O)C(=O)OCC1=CC=CC=C1)=O (Ethyl-7-(1'-benzyloxycarbonyl-5'-oxocyclopentyl)-heptanoate). The reagents and catalysts are [Pd] (Pd on carbon). The solvent is C1(=CC=CC=C1)C (toluene). Run at temperature 130 celsius. The product is C(C)OC(CCCCCCC1C(CCC1)=O)=O (Ethyl-7-(2-oxocyclopentyl)-heptanoate). RXN SMILES: [CH2:1]([O:3][C:4](=[O:27])[CH2:5][CH2:6][CH2:7][CH2:8][CH2:9][CH2:10][C:11]1(C(OCC2C=CC=CC=2)=O)[C:15](=[O:16])[CH2:14][CH2:13][CH2:12]1)[CH3:2].[H][H]>[Pd].C1(C)C=CC=CC=1>[CH2:1]([O:3][C:4](=[O:27])[CH2:5][CH2:6][CH2:7][CH2:8][CH2:9][CH2:10][CH:11]1[CH2:12][CH2:13][CH2:14][C:15]1=[O:16])[CH3:2]. Reported procedure: The crude oil from (ii) above was dissolved in 50 ml. of toluene and reduced over 1 g. of 5% Pd on carbon under 50 psi of hydrogen for 20 hours. The catalyst was removed by filtration and the filtrate refluxed two hours to complete decarboxylation. The toluene was subsequently removed by evaporation and the residual oil distilled on the Kugelrohr apparatus. Heating to 130° C. removed the volatile impurities, and the bulk of the desired product was collected at 175°-180° C. Yield was 11.2 g. (79%... Starting materials: COC(=O)Cc1ccccc1OCc1cccc(OCc2nc(-c3ccccc3)oc2C)c1, CO, Cl, [Na+], C1CCOC1, [OH-], O. Yields the product Cc1oc(-c2ccccc2)nc1COc1cccc(COc2ccccc2CC(=O)O)c1. As a reaction SMILES: [CH3:1][c:2]1[c:3]([CH2:13][O:14][c:15]2[cH:16][c:17]([CH2:18][O:19][c:20]3[c:21]([CH2:26][C:27](=[O:28])[O:29][CH3:30])[cH:22][cH:23][cH:24][cH:25]3)[cH:31][cH:32][cH:33]2)[n:4][c:5](-[c:7]2[cH:8][cH:9][cH:10][cH:11][cH:12]2)[o:6]1.[CH3:43][OH:44].[ClH:41].[Na+:40].[O:34]1[CH2:35][CH2:36][CH2:37][CH2:38]1.[OH-:39].[OH2:42]>>[CH3:1][c:2]1[c:3]([CH2:13][O:14][c:15]2[cH:16][c:17]([CH2:18][O:19][c:20]3[c:21]([CH2:26][C:27](=[O:28])[OH:29])[cH:22][cH:23][cH:24][cH:25]3)[cH:31][cH:32][cH:33]2)[n:4][c:5](-[c:7]2[cH:8][cH:9][cH:10][cH:11][cH:12]2)[o:6]1. Starting materials: Cl.O=C1C(C(C2=CC=CC=C12)=O)CC(=O)O (2-(1,3-dioxo-2,3-dihydro-1H-inden-2-yl)acetic acid hydrochloride), C(C1=CC=CC=C1)[C@@H]1C[C@H](NC1)C(=O)NC1=CC=C(C=C1)OC1=CC=C(C=C1)F ((2S,4R)-4-benzyl-N-(4-(4-fluorophenoxy)phenyl)pyrrolidine-2-carboxamide). The product is Compound 97, C(C1=CC=CC=C1)[C@@H]1C[C@H](N(C1)C(CC1C(C2=CC=CC=C2C1=O)=O)=O)C(=O)NC1=CC=C(C=C1)OC1=CC=C(C=C1)F ((2S,4R)-4-benzyl-1-(2-(1,3-dioxo-2,3-dihydro-1H-inden-2-yl)acetyl)-N-(4-(4-fluorophenoxy)phenyl)pyrrolidine-2-carboxamide). Yield: 40.1%. Reaction SMILES: Cl.[O:2]=[C:3]1[C:11]2[C:6](=[CH:7][CH:8]=[CH:9][CH:10]=2)[C:5](=[O:12])[CH:4]1[CH2:13][C:14]([OH:16])=O.[CH2:17]([C@H:24]1[CH2:28][NH:27][C@H:26]([C:29]([NH:31][C:32]2[CH:37]=[CH:36][C:35]([O:38][C:39]3[CH:44]=[CH:43][C:42]([F:45])=[CH:41][CH:40]=3)=[CH:34][CH:33]=2)=[O:30])[CH2:25]1)[C:18]1[CH:23]=[CH:22][CH:21]=[CH:20][CH:19]=1>>[CH2:17]([C@H:24]1[CH2:28][N:27]([C:14](=[O:16])[CH2:13][CH:4]2[C:5](=[O:12])[C:6]3[C:11](=[CH:10][CH:9]=[CH:8][CH:7]=3)[C:3]2=[O:2])[C@H:26]([C:29]([NH:31][C:32]2[CH:37]=[CH:36][C:35]([O:38][C:39]3[CH:40]=[CH:41][C:42]([F:45])=[CH:43][CH:44]=3)=[CH:34][CH:33]=2)=[O:30])[CH2:25]1)[C:18]1[CH:19]=[CH:20][CH:21]=[CH:22][CH:23]=1 |f:0.1|. Procedure: Proceeding as in Example 1, but substituting 2-(1,3-dioxo-2,3-dihydro-1H-inden-2-yl)acetic acid hydrochloride and (2S,4R)-4-benzyl-N-(4-(4-fluorophenoxy)phenyl)pyrrolidine-2-carboxamide, gave Compound 97, (2S,4R)-4-benzyl-1-(2-(1,3-dioxo-2,3-dihydro-1H-inden-2-yl)acetyl)-N-(4-(4-fluorophenoxy)phenyl)pyrrolidine-2-carboxamide (13.9 mg, 40.1%). Major isomer: 1H-NMR (400 MHz, DMSO-D6): σ 9.94 (s, 1H), 7.86 (m, 4H), 7.51 (d, 2H), 7.31-7.13 (m, 9H), 6.91 (m, 2H), 4.52 (d, 1H), 4.47-4.40 (m, 2H), 3.84... Starting materials: [OH-].[Na+] (sodium hydroxide), COS(=O)(=O)OC (Dimethylsulphate), C1(NCCC=2NC=3C=CC=CC3C21)=O (2,3,4,5-tetrahydro-1H-pyrido[4,3-b]indol-1-one), [OH-].[Na+] (sodium hydroxide). Solvent: CC(=O)C (acetone). Product: CN1C2=C(C=3C=CC=CC13)C(NCC2)=O (2,3,4,5-Tetrahydro-5-methyl-1H-pyrido[4,3-b]indol-1-one). RXN SMILES: [CH3:1]OS(OC)(=O)=O.[C:8]1(=[O:21])[C:20]2[C:19]3[CH:18]=[CH:17][CH:16]=[CH:15][C:14]=3[NH:13][C:12]=2[CH2:11][CH2:10][NH:9]1.[OH-].[Na+]>CC(C)=O>[CH3:1][N:13]1[C:14]2[CH:15]=[CH:16][CH:17]=[CH:18][C:19]=2[C:20]2[C:8](=[O:21])[NH:9][CH2:10][CH2:11][C:12]1=2 |f:2.3|. Reported procedure: Dimethylsulphate (2.28 ml) was added over 5 min to a stirred mixture of 2,3,4,5-tetrahydro-1H-pyrido[4,3-b]indol-1-one (3 g), acetone (12 ml) and 20% w/v aqueous sodium hydroxide (9 ml) at ca. 50°. The mixture was heated at reflux for 10 min. Further sodium hydroxide (6 ml) was added and the mixture was heated at reflux for 5 min. On cooling a solid crystallised. Water (10 ml) was added and the mixture was filtered. The solid was washed with water (2×20 ml), and dried in vacuo 45° to give the ti... Reactants: Bis(4-(di-tert-butylphosphino)-N,N-dimethylbenzenamine)dichloropalladium (II), C1(CCCCC1)CNC(CCC=1C(=NC2=CC(=C(C=C2C1)B1OC(C(O1)(C)C)(C)C)F)NCC1=CC=C(C=C1)OC)=O (N-(cyclohexylmethyl)-3-(7-fluoro-2-(4-methoxybenzylamino)-6-(4,4,5,5-tetramethyl-1,3,2-dioxaborolan-2-yl)quinolin-3-yl)propanamide), C(C)(=O)[O-].[K+] (potassium acetate), BrC1=C(C=CC=C1)C (2-bromotoluene). Solvent: CCO (EtOH), O (water). The product is C1(CCCCC1)CNC(CCC=1C(=NC2=CC(=C(C=C2C1)C1=C(C=CC=C1)C)F)NCC1=CC=C(C=C1)OC)=O (N-(cyclohexylmethyl)-3-(7-fluoro-2-(4-methoxybenzylamino)-6-o-tolylquinolin-3-yl)propanamide). RXN SMILES: [CH:1]1([CH2:7][NH:8][C:9](=[O:42])[CH2:10][CH2:11][C:12]2[C:13]([NH:32][CH2:33][C:34]3[CH:39]=[CH:38][C:37]([O:40][CH3:41])=[CH:36][CH:35]=3)=[N:14][C:15]3[C:20]([CH:21]=2)=[CH:19][C:18](B2OC(C)(C)C(C)(C)O2)=[C:17]([F:31])[CH:16]=3)[CH2:6][CH2:5][CH2:4][CH2:3][CH2:2]1.C([O-])(=O)C.[K+].Br[C:49]1[CH:54]=[CH:53][CH:52]=[CH:51][C:50]=1[CH3:55]>CCO.O>[CH:1]1([CH2:7][NH:8][C:9](=[O:42])[CH2:10][CH2:11][C:12]2[C:13]([NH:32][CH2:33][C:34]3[CH:39]=[CH:38][C:37]([O:40][CH3:41])=[CH:36][CH:35]=3)=[N:14][C:15]3[C:20]([CH:21]=2)=[CH:19][C:18]([C:49]2[CH:54]=[CH:53][CH:52]=[CH:51][C:50]=2[CH3:55])=[C:17]([F:31])[CH:16]=3)[CH2:6][CH2:5][CH2:4][CH2:3][CH2:2]1 |f:1.2|. Procedure details: DMF (54 ml, 701 mmol, 2.5 eq.) was added dropwise (via a syringe pump) to phosphoryl trichloride (179 ml, 1962 mmol, 7.0 eq.) in a 350 mL sealed tube in an ice bath under nitrogen. After the addition, the water bath was removed and N-(3-fluoro-4-bromophenyl)acetamide (65 g, 280 mmol) was added in one portion and stirred until a homogenous solution was observed (approx. 30 min.). The reaction vessel was sealed and heated at 75° C. for 48 h. The reaction was allowed to cool and slowly poured onto ...